This data is from the Open Reaction Database (ORD), a public repository of structured organic reaction records. The task is: describe an organic reaction: reactants, conditions, products, and yield The product is O=[N+]([O-])c1ccc(F)cc1OCc1ccccc1. As a reaction SMILES: [Br:12][CH2:13][c:14]1[cH:15][cH:16][cH:17][cH:18][cH:19]1.[C:20](=[O:21])([O-:22])[O-:23].[F:1][c:2]1[cH:3][cH:4][c:5]([N+:9](=[O:10])[O-:11])[c:6]([OH:8])[cH:7]1.[K+:24].[K+:25].[O:26]=[CH:27][N:28]([CH3:29])[CH3:30].[OH2:31]>>[F:1][c:2]1[cH:3][cH:4][c:5]([N+:9](=[O:10])[O-:11])[c:6]([O:8][CH2:13][c:14]2[cH:15][cH:16][cH:17][cH:18][cH:19]2)[cH:7]1. The reactants are BrCc1ccccc1, O=C([O-])[O-], O=[N+]([O-])c1ccc(F)cc1O, [K+], [K+], CN(C)C=O, O. Reactants: C[NH+]1CCOCC1.NC1=NC(=C(C(=C1C#N)C1=CC=C(C=C1)S(=O)(=O)N1CCN(CC1)C)C#N)S (2-amino-4-{4-[(4-methylpiperazino)sulfonyl]phenyl}-6-sulfanyl-3,5-pyridinedicarbonitrile N-methylmorpholinium salt), BrCC(=O)N (bromoacetamide), C(=O)(O)[O-].[Na+] (NaHCO3). Solvent: CN(C)C=O (DMF). Yields the product NC1=C(C(=C(C(=N1)SCC(=O)N)C#N)C1=CC=C(C=C1)S(=O)(=O)N1CCN(CC1)C)C#N (2-[(6-Amino-3,5-dicyano-4-{4-[(4-methylpiperazino)sulfonyl]phenyl}-2-pyridinyl)sulfanyl]acetamide). As a reaction SMILES: C[NH+]1CCOCC1.[NH2:8][C:9]1[C:14]([C:15]#[N:16])=[C:13]([C:17]2[CH:22]=[CH:21][C:20]([S:23]([N:26]3[CH2:31][CH2:30][N:29]([CH3:32])[CH2:28][CH2:27]3)(=[O:25])=[O:24])=[CH:19][CH:18]=2)[C:12]([C:33]#[N:34])=[C:11]([SH:35])[N:10]=1.Br[CH2:37][C:38]([NH2:40])=[O:39].C([O-])(O)=O.[Na+]>CN(C=O)C>[NH2:8][C:9]1[N:10]=[C:11]([S:35][CH2:37][C:38]([NH2:40])=[O:39])[C:12]([C:33]#[N:34])=[C:13]([C:17]2[CH:18]=[CH:19][C:20]([S:23]([N:26]3[CH2:31][CH2:30][N:29]([CH3:32])[CH2:28][CH2:27]3)(=[O:25])=[O:24])=[CH:21][CH:22]=2)[C:14]=1[C:15]#[N:16] |f:0.1,3.4|. Procedure details: 84 mg (0.163 mmol) of 2-amino-4-{4-[(4-methylpiperazino)sulfonyl]phenyl}-6-sulfanyl-3,5-pyridinedicarbonitrile N-methylmorpholinium salt together with 53.3 mg (0.244 mmol) of bromoacetamide and 54.7 mg (0.65 mmol) of NaHCO3 are stirred in 0.5 ml of DMF overnight. After filtration, the reaction solution is initially purified by preparative HPLC. The isolated fraction is reconcentrated under reduced pressure and the residue is purified by preparative thin-layer chromatography. Yields the product CCCCCCc1ccc2c(=O)c(OCc3ccccc3)c(-c3cc(OC)c(OC)c(OC)c3)oc2c1. The reactants are COc1cc(-c2oc3cc(I)ccc3c(=O)c2OCc2ccccc2)cc(OC)c1OC, C=CCCCC, B1C2CCCC1CCC2, ClCCl, Cl[Pd]Cl, [Na+], C1CCOC1, [OH-]. RXN SMILES: [CH2:16]([c:17]1[cH:18][cH:19][cH:20][cH:21][cH:22]1)[O:23][c:24]1[c:25](-[c:36]2[cH:37][c:38]([O:46][CH3:47])[c:39]([O:44][CH3:45])[c:40]([O:42][CH3:43])[cH:41]2)[o:26][c:27]2[cH:28][c:29]([I:35])[cH:30][cH:31][c:32]2[c:33]1=[O:34].[CH2:1]=[CH:2][CH2:3][CH2:4][CH2:5][CH3:6].[CH:7]12[CH2:8][CH2:9][CH2:10][CH:11]([BH:12]1)[CH2:13][CH2:14][CH2:15]2.[Cl:48][CH2:49][Cl:50].[Cl:58][Pd:59][Cl:60].[Na+:57].[O:51]1[CH2:52][CH2:53][CH2:54][CH2:55]1.[OH-:56]>>[CH2:1]([CH2:2][CH2:3][CH2:4][CH2:5][CH3:6])[c:29]1[cH:28][c:27]2[o:26][c:25](-[c:36]3[cH:37][c:38]([O:46][CH3:47])[c:39]([O:44][CH3:45])[c:40]([O:42][CH3:43])[cH:41]3)[c:24]([O:23][CH2:16][c:17]3[cH:18][cH:19][cH:20][cH:21][cH:22]3)[c:33](=[O:34])[c:32]2[cH:31][cH:30]1. Reactants: BrC1=CN=C2N1C(=CN=C2)Br (3,5-Dibromo-imidazo[1,2-a]pyrazine), [NH4+].[OH-] (NH4OH), [NH4+].[OH-] (NH4OH). The solvent is C(Cl)Cl (DCM), Cl (HCl), C1CCOC1 (THF). Run at temperature 50 celsius. Yields the product BrC1=CN=C2N1C=CN=C2N (3-bromo-imidazo[1,2-a]pyrazin-8-ylamine). Yield: 50.0%. As a reaction SMILES: [Br:1][C:2]1[N:6]2[C:7](Br)=[CH:8][N:9]=[CH:10][C:5]2=[N:4][CH:3]=1.[NH4+:12].[OH-]>C1COCC1.C(Cl)Cl.Cl>[Br:1][C:2]1[N:6]2[CH:7]=[CH:8][N:9]=[C:10]([NH2:12])[C:5]2=[N:4][CH:3]=1 |f:1.2|. Reported procedure: To a solution of 3,5-dibromo-imidazo[1,2-a]pyrazine (D) (500 mg, 1.8 mmol) in THF (4 ml) was added NH4OH (4 ml). The mixture was heated at 50° C. in sealed tube overnight. Additional NH4OH (4 ml) was added to the reaction mixture and was heated at 50° C. in sealed tube overnight. The mixture was then cooled to rt, diluted with DCM (200 ml) and 1N HCl (50 ml). The organic layer was washed with 10N NaOH, brine, dried and concentrated. The residue was purified on a silica gel column to afford 190 m... Reactants: N\C(\[C@H]1N(CCCC1)C(=O)OC(C)(C)C)=N/O (tert-butyl (Z)-(2S)-2-[amino(hydroxyimino)methyl]-1-piperidinecarboxylate), C(C1=CC=CC=C1)OC(=O)N[C@@H](C(=O)O)C1=CC=CC=C1 ((2R)-2-{[(benzyloxy)carbonyl]amino}-2-phenylethanoic acid). Product: N\C(=N/OC([C@H](NC(OCC1=CC=CC=C1)=O)C1=CC=CC=C1)=O)\[C@H]1N(CCCC1)C(=O)OC(C)(C)C (tert-butyl (2S)-2-[(Z,5R)-1-amino-4,7-dioxo-5,9-diphenyl-3,8-dioxa-2,6-diaza-1-nonen-1-yl]-1-piperidinecarboxylate). RXN SMILES: [NH2:1]/[C:2](=[N:16]\[OH:17])/[C@@H:3]1[CH2:8][CH2:7][CH2:6][CH2:5][N:4]1[C:9]([O:11][C:12]([CH3:15])([CH3:14])[CH3:13])=[O:10].[CH2:18]([O:25][C:26]([NH:28][C@H:29]([C:33]1[CH:38]=[CH:37][CH:36]=[CH:35][CH:34]=1)[C:30](O)=[O:31])=[O:27])[C:19]1[CH:24]=[CH:23][CH:22]=[CH:21][CH:20]=1>>[NH2:1]/[C:2](/[C@@H:3]1[CH2:8][CH2:7][CH2:6][CH2:5][N:4]1[C:9]([O:11][C:12]([CH3:14])([CH3:13])[CH3:15])=[O:10])=[N:16]\[O:17][C:30](=[O:31])[C@@H:29]([C:33]1[CH:38]=[CH:37][CH:36]=[CH:35][CH:34]=1)[NH:28][C:26](=[O:27])[O:25][CH2:18][C:19]1[CH:24]=[CH:23][CH:22]=[CH:21][CH:20]=1. Procedure details: The title compound was prepared by a similar method to Preparation 5 from tert-butyl (Z)-(2S)-2-[amino(hydroxyimino)methyl]-1-piperidinecarboxylate [see Preparation 4] and (2R)-2-{[(benzyloxy)carbonyl]amino}-2-phenylethanoic acid to afford tert-butyl (2S)-2-[(Z,5R)-1-amino-4,7-dioxo-5,9-diphenyl-3,8-dioxa-2,6-diaza-1-nonen-1-yl]-1-piperidinecarboxylate as an oil. Reactants: COC(OC)C1=C(C#N)C(c2ccccc2Cl)c2c[nH]nc2N1, O=C(O)C(F)(F)F. The product is N#CC1=C(C=O)Nc2n[nH]cc2C1c1ccccc1Cl. RXN SMILES: [Cl:1][c:2]1[c:3]([CH:8]2[c:9]3[c:10]([n:21][nH:22][cH:23]3)[NH:11][C:12]([CH:16]([O:17][CH3:20])[O:18][CH3:19])=[C:13]2[C:14]#[N:15])[cH:4][cH:5][cH:6][cH:7]1.[OH:24][C:25]([C:26]([F:27])([F:28])[F:29])=[O:30]>>[Cl:1][c:2]1[c:3]([CH:8]2[c:9]3[c:10]([n:21][nH:22][cH:23]3)[NH:11][C:12]([CH:16]=[O:17])=[C:13]2[C:14]#[N:15])[cH:4][cH:5][cH:6][cH:7]1. Starting materials: [OH-].[Na+] (sodium hydroxide), [OH-].[Na+] (sodium hydroxide), C1(=CC=CC=C1)SC1=CC=C(CC#N)C=C1 (4-phenylthiobenzyl cyanide), C(CCC)Cl (butyl chloride). Reagents/catalysts: [Br-].C(C)[N+](CC)(CC)CC (tetraethylammonium bromide). Run in O (water). Reaction conditions: time 0.5 hour. Product: C1(=CC=CC=C1)SC1=CC=C(C=C1)C(C#N)CCCC (2-(4-Phenylthiophenyl)hexanenitrile). Isolated yield 65.1%. RXN SMILES: [C:1]1([S:7][C:8]2[CH:16]=[CH:15][C:11]([CH2:12][C:13]#[N:14])=[CH:10][CH:9]=2)[CH:6]=[CH:5][CH:4]=[CH:3][CH:2]=1.[CH2:17](Cl)[CH2:18][CH2:19][CH3:20].[OH-].[Na+]>[Br-].C([N+](CC)(CC)CC)C.O>[C:1]1([S:7][C:8]2[CH:16]=[CH:15][C:11]([CH:12]([CH2:17][CH2:18][CH2:19][CH3:20])[C:13]#[N:14])=[CH:10][CH:9]=2)[CH:2]=[CH:3][CH:4]=[CH:5][CH:6]=1 |f:2.3,4.5|. Procedure details: To a mixture of 41 g (0.18 mole) of 4-phenylthiobenzyl cyanide, 18 g (0.19 mole) of butyl chloride and 2 g of tetraethylammonium bromide is added 16 g (0.2 mole) of 50% sodium hydroxide solution dropwise at room temperature with stirring. The reaction mixture is heated at 85° for 1/2 hour and then an additional 16 g (0.2 mole) of 50% sodium hydroxide solution are added. Heating is continued for another 1/2 hour. The reaction mixture is poured into water and extracted with ether. The combined eth... Reactants: C1(CCCCC1)C[C@@H](C(=O)O)O ((S)-3-cyclohexyllactic acid), B.C1CCOC1 (BH3-THF). Solvent: C1CCOC1 (THF). Conditions: time 5 hour. Product: C1(CCCCC1)C[C@@H](CO)O ((S)-3-Cyclohexyl-1,2-propanediol). Isolated yield 101.6%. As a reaction SMILES: [CH:1]1([CH2:7][C@H:8]([OH:12])[C:9](O)=[O:10])[CH2:6][CH2:5][CH2:4][CH2:3][CH2:2]1.B.C1COCC1>C1COCC1>[CH:1]1([CH2:7][C@H:8]([OH:12])[CH2:9][OH:10])[CH2:6][CH2:5][CH2:4][CH2:3][CH2:2]1 |f:1.2|. Procedure: To a solution of (S)-3-cyclohexyllactic acid (15 g) in THF (100 mL) at 0° C. was added 1M BH3-THF (130 mL), and the reaction was warmed to ambient temperature. After 5 h, the reaction was quenched cautiously with aqueous THF (1:1, 100 mL), then with 1M KOH (100 mL). The reaction was concentrated, diluted with water (200 mL), and washed with EtOAc (3×150 mL). The organic extracts were washed with brine (100 mL), dried (MgSO4), filtered and concentrated to give a colorless oil (14 g). 1H NMR (300 ... The reactants are [Mn](=O)(Cl)Cl (manganous chloride), C(CCC)[Li] (butyl lithium), N1=CC=C(C=C1)C (4-picoline). Solvent: CCCCCC (hexane), C1CCOC1 (THF). Conditions: time 1 hour. The product is N1=CC=C(C=C1)C[Mn](=O)(Cl)Cl (4-Pyridylmethylmanganous chloride). RXN SMILES: C([Li])CCC.[N:6]1[CH:11]=[CH:10][C:9]([CH3:12])=[CH:8][CH:7]=1.[Mn:13]([Cl:16])([Cl:15])=[O:14]>CCCCCC.C1COCC1>[N:6]1[CH:11]=[CH:10][C:9]([CH2:12][Mn:13]([Cl:16])([Cl:15])=[O:14])=[CH:8][CH:7]=1. Procedure details: Under argon, butyl lithium in hexane (8.35 ml, 1.6 M solution) was added to a solution of 4-picoline (1.23 g) in THF (25 ml) at -30° C. slowly over 20 mins. The solution was then stirred at room temperature for 1 hr and anhydrous manganous chloride (1.51 g) added at 0° C. The suspension was stirred for ca. 3/4 hr at room temperature. The reactants are ClC1=C(C(=CC=C1)Cl)CS(=O)(=O)C=1C=C2/C(/C(NC2=CC1)=O)=C/C1=C(C(=C(N1)C)CC(=O)O)C ({5-[5-(2,6-dichloro-phenylmethanesulfonyl)-2-oxo-1,2-dihydro-indol-(3Z)-ylidenemethyl]-2,4-dimethyl-1H-pyrrol-3-yl}-acetic acid), C=1C=CC2=C(C1)N=NN2O (HOBt), CCN=C=NCCCN(C)C (EDAC), TEA, N1C(CCC1)C[C@@H]1C[C@@H](CC1)O ((R)-3-(R)-1-pyrrolidin-2-ylmethyl-cyclopentanol). The solvent is CN(C)C=O (DMF), C(Cl)Cl (DCM). Reaction conditions: time 8 hour. The product is ClC1=C(C(=CC=C1)Cl)CS(=O)(=O)C=1C=C2/C(/C(NC2=CC1)=O)=C/C=1NC(=C(C1C)CC(=O)N1[C@H](CCC1)CN1C[C@@H](CC1)O)C (5-(2,6-Dichloro-phenylmethanesulfonyl)-3-[1-(4-{2-[(R)-2-((R)-3-hydroxy-pyrrolidin-1-ylmethyl)-pyrrolidin-1-yl]-2-oxo-ethyl}-3,5-dimethyl-1H-pyrrol-2-yl)-meth-(Z)-ylidene]-1,3-dihydro-indol-2-one). As a reaction SMILES: [Cl:1][C:2]1[CH:7]=[CH:6][CH:5]=[C:4]([Cl:8])[C:3]=1[CH2:9][S:10]([C:13]1[CH:14]=[C:15]2[C:19](=[CH:20][CH:21]=1)[NH:18][C:17](=[O:22])/[C:16]/2=[CH:23]\[C:24]1[NH:28][C:27]([CH3:29])=[C:26]([CH2:30][C:31]([OH:33])=O)[C:25]=1[CH3:34])(=[O:12])=[O:11].[CH:35]1[CH:36]=[CH:37][C:38]2[N:43](O)N=[N:41][C:39]=2C=1.CCN=C=NCCCN(C)C.N1CCCC1C[C@H:62]1C[CH2:65][C@@H:64]([OH:67])[CH2:63]1>CN(C=O)C.C(Cl)Cl>[Cl:8][C:4]1[CH:5]=[CH:6][CH:7]=[C:2]([Cl:1])[C:3]=1[CH2:9][S:10]([C:13]1[CH:14]=[C:15]2[C:19](=[CH:20][CH:21]=1)[NH:18][C:17](=[O:22])/[C:16]/2=[CH:23]\[C:24]1[NH:28][C:27]([CH3:29])=[C:26]([CH2:30][C:31]([N:43]2[CH2:35][CH2:36][CH2:37][C@@H:38]2[CH2:39][N:41]2[CH2:62][CH2:63][C@@H:64]([OH:67])[CH2:65]2)=[O:33])[C:25]=1[CH3:34])(=[O:12])=[O:11]. Procedure: A mixture of {5-[5-(2,6-dichloro-phenylmethanesulfonyl)-2-oxo-1,2-dihydro-indol-(3Z)-ylidenemethyl]-2,4-dimethyl-1H-pyrrol-3-yl}-acetic acid (200 mg), HOBt (1 eq.), EDAC (2 eq.), TEA (3 eq.) and (R)-3-(R)-1-pyrrolidin-2-ylmethyl-cyclopentanol (3 eq.) in DMF (4 mL) was stirred at rt for overnight. The reaction was diluted with DCM, washed with water (2×) and 10% sodium carbonate (2×). The DCM was dried, concentrated and purified on a silica gel column to give 21 mg of the titled compound. MS m/z ...